Dataset: the Open Reaction Database (ORD), a public repository of structured organic reaction records. Task: describe an organic reaction: reactants, conditions, products, and yield The reactants are BrB(Br)Br, ClCCl, COc1nccnc1CN1C(=O)OC(c2cc(C(F)(F)F)cc(C(F)(F)F)c2)C1C. Product: CC1C(c2cc(C(F)(F)F)cc(C(F)(F)F)c2)OC(=O)N1Cc1nccnc1O. As a reaction SMILES: [B:31]([Br:32])([Br:33])[Br:34].[Cl:35][CH2:36][Cl:37].[F:1][C:2]([c:3]1[cH:4][c:5]([CH:13]2[CH:14]([CH3:28])[N:15]([CH2:19][c:20]3[n:21][cH:22][cH:23][n:24][c:25]3[O:26][CH3:27])[C:16](=[O:18])[O:17]2)[cH:6][c:7]([C:9]([F:10])([F:11])[F:12])[cH:8]1)([F:29])[F:30]>>[F:1][C:2]([c:3]1[cH:4][c:5]([CH:13]2[CH:14]([CH3:28])[N:15]([CH2:19][c:20]3[n:21][cH:22][cH:23][n:24][c:25]3[OH:26])[C:16](=[O:18])[O:17]2)[cH:6][c:7]([C:9]([F:10])([F:11])[F:12])[cH:8]1)([F:29])[F:30]. The reactants are O=C([O-])O, CN(C)C=O, O=C(Cl)C(=O)Cl, ClCCl, Cl, NO, [Na+], C1CCOC1, O, O=C(O)C1(NS(=O)(=O)c2ccc3c(c2)oc2ccccc23)CCCCC1. Yields the product O=C(NO)C1(NS(=O)(=O)c2ccc3c(c2)oc2ccccc23)CCCCC1. Reaction SMILES: [C:33](=[O:34])([OH:35])[O-:36].[CH3:44][N:45]([CH3:46])[CH:47]=[O:48].[Cl:27][C:28]([C:29]([Cl:30])=[O:31])=[O:32].[Cl:41][CH2:42][Cl:43].[ClH:38].[NH2:39][OH:40].[Na+:37].[O:50]1[CH2:51][CH2:52][CH2:53][CH2:54]1.[OH2:49].[cH:1]1[cH:2][c:3]([S:14](=[O:15])(=[O:16])[NH:17][C:18]2([C:24](=[O:25])[OH:26])[CH2:19][CH2:20][CH2:21][CH2:22][CH2:23]2)[cH:4][c:5]2[o:6][c:7]3[c:8]([c:9]12)[cH:10][cH:11][cH:12][cH:13]3>>[cH:1]1[cH:2][c:3]([S:14](=[O:15])(=[O:16])[NH:17][C:18]2([C:24](=[O:26])[NH:39][OH:40])[CH2:19][CH2:20][CH2:21][CH2:22][CH2:23]2)[cH:4][c:5]2[o:6][c:7]3[c:8]([c:9]12)[cH:10][cH:11][cH:12][cH:13]3.